This data is from the Open Reaction Database (ORD), a public repository of structured organic reaction records. The task is: describe an organic reaction: reactants, conditions, products, and yield Yields the product O=C1N(CC2=CC=C(C=C12)C1=CC=C(C=C1)NC(=O)NC1=CC(=CC=C1)C(F)(F)F)C1(CCCC1)C(=O)OC (Methyl 1-(1-oxo-6-(4-(3-(3-(trifluoromethyl)phenyl)ureido)phenyl)isoindolin-2-yl)cyclopentanecarboxylate). The reactants are COC([C@@H](C(C)C)N1C(C2=CC(=CC=C2C1)C1=CC=C(C=C1)NC(=O)NC1=CC(=CC=C1)C(F)(F)F)=O)=O ((R)-Methyl-3-methyl-2-(1-oxo-6-(4-(3-(3-(trifluoromethyl)phenyl)ureido)phenyl)isoindolin-2-yl)butanoate), BrC1=CC=C2CN(C(C2=C1)=O)C1(CCCC1)C(=O)OC (Methyl 1-(6-bromo-1-oxoisoindolin-2-yl)cyclopentanecarboxylate), CC1(OB(OC1(C)C)C1=CC=C(C=C1)NC(=O)NC1=CC(=CC=C1)C(F)(F)F)C (1-(4-(4,4,5,5-Tetramethyl-1,3,2-dioxaborolan-2-yl)phenyl)-3-(3-(trifluoromethyl)phenyl)urea). Procedure details: The compound of example 342 was prepared analogous to compound of example 330 by reaction of the compound of example 341, compound of example 327 and Pd(dppf)Cl2: CH2Cl2. Run in C(Cl)Cl (CH2Cl2). Reaction SMILES: [CH3:1][O:2][C:3](=[O:38])[C@H:4]([N:8]1[CH2:16][C:15]2[C:10](=[CH:11][C:12]([C:17]3[CH:22]=[CH:21][C:20]([NH:23][C:24]([NH:26][C:27]4[CH:32]=[CH:31][CH:30]=[C:29]([C:33]([F:36])([F:35])[F:34])[CH:28]=4)=[O:25])=[CH:19][CH:18]=3)=[CH:13][CH:14]=2)[C:9]1=[O:37])C(C)C.Br[C:40]1[CH:48]=C2C(CN(C3(C(OC)=O)CCCC3)C2=O)=[CH:42][CH:41]=1.CC1(C)C(C)(C)OB(C2C=CC(NC(NC3C=CC=C(C(F)(F)F)C=3)=O)=CC=2)O1>C1C=CC(P(C2C=CC=CC=2)[C-]2C=CC=C2)=CC=1.C1C=CC(P(C2C=CC=CC=2)[C-]2C=CC=C2)=CC=1.Cl[Pd]Cl.[Fe+2].C(Cl)Cl>[O:37]=[C:9]1[C:10]2[C:15](=[CH:14][CH:13]=[C:12]([C:17]3[CH:22]=[CH:21][C:20]([NH:23][C:24]([NH:26][C:27]4[CH:32]=[CH:31][CH:30]=[C:29]([C:33]([F:35])([F:34])[F:36])[CH:28]=4)=[O:25])=[CH:19][CH:18]=3)[CH:11]=2)[CH2:16][N:8]1[C:4]1([C:3]([O:2][CH3:1])=[O:38])[CH2:42][CH2:41][CH2:40][CH2:48]1 |f:3.4.5.6|. Reagents/catalysts: C1=CC=C(C=C1)P([C-]2C=CC=C2)C3=CC=CC=C3.C1=CC=C(C=C1)P([C-]2C=CC=C2)C3=CC=CC=C3.Cl[Pd]Cl.[Fe+2] (Pd(dppf)Cl2). The reactants are Cl (HCl), C(#N)C1=NC=CC=N1 (2-Cyanopyrimidine), COC(CN)OC (Aminoacetaldehyde dimethyl acetal). Run in CO (MeOH). Reaction conditions: temperature 100 celsius, time 30 hour. Yields the product Cl.N1C(=NC=C1)C1=NC=CC=N1 (2-(1H-Imidazol-2-yl)-pyrimidine hydrochloride). RXN SMILES: [C:1]([C:3]1[N:8]=[CH:7][CH:6]=[CH:5][N:4]=1)#[N:2].CO[CH:11](OC)[CH2:12][NH2:13].[ClH:16]>CO>[ClH:16].[NH:2]1[CH:11]=[CH:12][N:13]=[C:1]1[C:3]1[N:8]=[CH:7][CH:6]=[CH:5][N:4]=1 |f:4.5|. Reported procedure: A mixture of 2-Cyanopyrimidine (8.0 g, 76 mmol, prepared according to Liebigs Ann.Chem. 2, 1981, 333-341) and Aminoacetaldehyde dimethyl acetal (8 g, 76 mmol) is heated at 100° C. for 4 hours, cooled, and 100 mL of MeOH and 5 mL of concentrated HCl are added. The mixture is heated at reflux with stirring for 30 hours, cooled and evaporated to dryness in vacuo. 50 mL of i-PrOH is added to the residue and the mixture is heated at reflux with stirring for 30 minutes and cooled. The crystals are col... Starting materials: [BH4-], CC1(C)C(=O)NC(=O)c2cc3nc(-c4ccncc4)[nH]c3cc21, CO, [Na+], C1COCCO1, O. Yields the product CC1(C)c2cc3[nH]c(-c4ccncc4)nc3cc2C(=O)NC1O. As a reaction SMILES: [BH4-:32].[CH3:1][C:2]1([CH3:23])[C:3](=[O:22])[NH:4][C:5](=[O:21])[c:6]2[cH:7][c:8]3[c:9]([cH:10][c:11]21)[nH:12][c:13](-[c:15]1[cH:16][cH:17][n:18][cH:19][cH:20]1)[n:14]3.[CH3:30][OH:31].[Na+:33].[O:24]1[CH2:25][CH2:26][O:27][CH2:28][CH2:29]1.[OH2:34]>>[CH3:1][C:2]1([CH3:23])[CH:3]([OH:22])[NH:4][C:5](=[O:21])[c:6]2[cH:7][c:8]3[c:9]([cH:10][c:11]21)[nH:12][c:13](-[c:15]1[cH:16][cH:17][n:18][cH:19][cH:20]1)[n:14]3. Starting materials: C1CCOC1, C[Si](C)(C)[N-][Si](C)(C)C, O=C(O)c1ccc(F)c(F)c1F, [Li+], COC(=O)c1ccc(N)cc1. Yields the product COC(=O)c1ccc(Nc2c(C(=O)O)ccc(F)c2F)cc1. RXN SMILES: [CH2:34]1[O:35][CH2:36][CH2:37][CH2:38]1.[CH3:25][Si:26]([N-:27][Si:28]([CH3:29])([CH3:30])[CH3:31])([CH3:32])[CH3:33].[F:1][c:2]1[c:3]([C:4](=[O:5])[OH:6])[cH:7][cH:8][c:9]([F:12])[c:10]1[F:11].[Li+:24].[NH2:13][c:14]1[cH:15][cH:16][c:17]([C:18](=[O:19])[O:20][CH3:21])[cH:22][cH:23]1>>[c:2]1([NH:13][c:14]2[cH:15][cH:16][c:17]([C:18](=[O:19])[O:20][CH3:21])[cH:22][cH:23]2)[c:3]([C:4](=[O:5])[OH:6])[cH:7][cH:8][c:9]([F:12])[c:10]1[F:11]. Starting materials: C=1(C(O)=CC=C(CC=C)C1)OC (eugenol), CCCCCCCCCCCC (n-dodecane), C(CCCCCCC\C=C/CCCCCCCC)(=O)OC=1C(=CC(=CC1)CC=C)OC (eugenol oleate). Reaction conditions: time 3 day. Yields the product COC=1C=C(C=CC1O)/C=C/C=O (coniferyl aldehyde), C=1(C(O)=CC=C(CC=C)C1)OC (eugenol). Isolated yield 10.4%. RXN SMILES: CCCCCCCCCCCC.C([O:32][C:33]1[C:34]([O:42][CH3:43])=[CH:35][C:36]([CH2:39][CH:40]=[CH2:41])=[CH:37][CH:38]=1)(=O)CCCCCCC/C=C\CCCCCCCC.[C:44]1([O:54][CH3:55])[C:45](=[CH:47][CH:48]=[C:49]([CH:53]=1)[CH2:50][CH:51]=[CH2:52])[OH:46]>>[CH3:43][O:42][C:34]1[CH:35]=[C:36](/[CH:39]=[CH:40]/[CH:41]=[O:46])[CH:37]=[CH:38][C:33]=1[OH:32].[C:44]1([O:54][CH3:55])[C:45](=[CH:47][CH:48]=[C:49]([CH:53]=1)[CH2:50][CH:51]=[CH2:52])[OH:46]. Reported procedure: Diplodia gossypina ATCC 10936 is used for inoculating 800 ml of the abovementioned medium with n-dodecane as carbon source and, during inoculation, induced using 400 mg of eugenol oleate. The culture is allowed to grow for 3 days, after which 400 mg of eugenol are added. After a contact time of 143 hours, 45 mg of coniferyl aldehyde (10.4% of theory) as well as 100 mg of unmetabolised eugenol are isolated. Starting materials: ClC1=NC(=NC(=C1)OC(C(F)(F)F)C1=CC=C(C=C1)C1=CC(=CC=C1)F)N (4-chloro-6-(2,2,2-trifluoro-1-(3′-fluorobiphenyl-4-yl)ethoxy)pyrimidin-2-amine), CC1(OB(OC1(C)C)C1=CC=C(OC[C@@H](C(=O)OC)NC(C2=CC=CC=C2)(C2=CC=CC=C2)C2=CC=CC=C2)C=C1)C ((S)-methyl 3-(4-(4,4,5,5-tetramethyl-1,3,2-dioxaborolan-2-yl)phenoxy)-2-(tritylamino)propanoate), C(=O)([O-])[O-].[Na+].[Na+] (Na2CO3), C(C)O (ethanol). Reagents/catalysts: Cl[Pd]([P](C1=CC=CC=C1)(C2=CC=CC=C2)C3=CC=CC=C3)([P](C4=CC=CC=C4)(C5=CC=CC=C5)C6=CC=CC=C6)Cl (dichlorobis(triphenylphosphine)palladium). The solvent is O (water). The product is NC1=NC(=CC(=N1)C1=CC=C(OC[C@@H](C(=O)OC)NC(C2=CC=CC=C2)(C2=CC=CC=C2)C2=CC=CC=C2)C=C1)OC(C(F)(F)F)C1=CC=C(C=C1)C1=CC(=CC=C1)F ((2S)-methyl 3-(4-(2-amino-6-(2,2,2-trifluoro-1-(3′-fluorobiphenyl-4-yl)ethoxy)pyrimidin-4-yl)phenoxy)-2-(tritylamino)propanoate). RXN SMILES: Cl[C:2]1[CH:7]=[C:6]([O:8][CH:9]([C:14]2[CH:19]=[CH:18][C:17]([C:20]3[CH:25]=[CH:24][CH:23]=[C:22]([F:26])[CH:21]=3)=[CH:16][CH:15]=2)[C:10]([F:13])([F:12])[F:11])[N:5]=[C:4]([NH2:27])[N:3]=1.CC1(C)C(C)(C)OB([C:36]2[CH:68]=[CH:67][C:39]([O:40][CH2:41][C@H:42]([NH:47][C:48]([C:61]3[CH:66]=[CH:65][CH:64]=[CH:63][CH:62]=3)([C:55]3[CH:60]=[CH:59][CH:58]=[CH:57][CH:56]=3)[C:49]3[CH:54]=[CH:53][CH:52]=[CH:51][CH:50]=3)[C:43]([O:45][CH3:46])=[O:44])=[CH:38][CH:37]=2)O1.C([O-])([O-])=O.[Na+].[Na+].C(O)C>Cl[Pd](Cl)([P](C1C=CC=CC=1)(C1C=CC=CC=1)C1C=CC=CC=1)[P](C1C=CC=CC=1)(C1C=CC=CC=1)C1C=CC=CC=1.O>[NH2:27][C:4]1[N:3]=[C:2]([C:36]2[CH:68]=[CH:67][C:39]([O:40][CH2:41][C@H:42]([NH:47][C:48]([C:55]3[CH:60]=[CH:59][CH:58]=[CH:57][CH:56]=3)([C:49]3[CH:50]=[CH:51][CH:52]=[CH:53][CH:54]=3)[C:61]3[CH:66]=[CH:65][CH:64]=[CH:63][CH:62]=3)[C:43]([O:45][CH3:46])=[O:44])=[CH:38][CH:37]=2)[CH:7]=[C:6]([O:8][CH:9]([C:14]2[CH:19]=[CH:18][C:17]([C:20]3[CH:25]=[CH:24][CH:23]=[C:22]([F:26])[CH:21]=3)=[CH:16][CH:15]=2)[C:10]([F:13])([F:12])[F:11])[N:5]=1 |f:2.3.4,^1:81,100|. Reported procedure: 4-chloro-6-(2,2,2-trifluoro-1-(3′-fluorobiphenyl-4-yl)ethoxy)pyrimidin-2-amine (80 mg, 0.20 mmol), (S)-methyl 3-(4-(4,4,5,5-tetramethyl-1,3,2-dioxaborolan-2-yl)phenoxy)-2-(tritylamino)propanoate (113 mg, 0.20 mmol), dichlorobis(triphenylphosphine)palladium (2 mg, 0.03 mmol), and Na2CO3 (42 mg, 0.40 mmol) were added to a mixture of ethanol (5 mL) and water (5 mL) in a round-bottom flask. The flask was heated to reflux for 8 hours. The reaction mixture was cooled and solvent was removed. The resid... Starting materials: N[C@@H]1CC[C@H](CC1)N (trans-1,4-diaminocyclohexane), ClC1=NC(=C2N=CN(C2=N1)C1CSCC1)NCC1=CC(=CC=C1)I (2-chloro-N-[(3-iodophenyl)-methyl]-9-(tetrahydro-3-thienyl)-9H-purin-6-amine). Run at time 6 hour. The product is Cl.Cl.NC1CCC(CC1)NC1=NC(=C2N=CN(C2=N1)C1CSCC1)NCC1=CC(=CC=C1)I (N2-(4-aminocyclo-hexyl)-N6-[(3-iodophenyl)-methyl]-9-(tetrahydro-3-thienyl)-9H-purin-2,6-diamine dihydrochloride). Yield: 81.9%. As a reaction SMILES: [NH2:1][C@H:2]1[CH2:7][CH2:6][C@H:5]([NH2:8])[CH2:4][CH2:3]1.[Cl:9][C:10]1[N:18]=[C:17]2[C:13]([N:14]=[CH:15][N:16]2[CH:19]2[CH2:23][CH2:22][S:21][CH2:20]2)=[C:12]([NH:24][CH2:25][C:26]2[CH:31]=[CH:30][CH:29]=[C:28]([I:32])[CH:27]=2)[N:11]=1>>[ClH:9].[ClH:9].[NH2:1][CH:2]1[CH2:7][CH2:6][CH:5]([NH:8][C:10]2[N:18]=[C:17]3[C:13]([N:14]=[CH:15][N:16]3[CH:19]3[CH2:23][CH2:22][S:21][CH2:20]3)=[C:12]([NH:24][CH2:25][C:26]3[CH:31]=[CH:30][CH:29]=[C:28]([I:32])[CH:27]=3)[N:11]=2)[CH2:4][CH2:3]1 |f:2.3.4|. Procedure details: The operation is carried out as in Stage 3 of Example 5 starting from 330 mg of trans-1,4-diaminocyclohexane and 137 mg of the product obtained in Stage 1 above, the reaction medium is taken to a temperature of approximately 140 to 145° C. for approximately 6 hours then left to return to ambient temperature and left overnight. After purification on silica eluting with methanol/ammonium hydroxide (NH4OH) in a proportion of 98/2 salification is carried out with 1.4 N hydrochloric acid in ethanol, ... Starting materials: C1(CCCCC1)CCN(C(OC(C)(C)C)=O)C1=NC(=CC=C1)CON=C(C1=CC=CC=C1)C1=NN=NN1C (tert-butyl (2-cyclohexylethyl){6-[({[(1-methyl-1H-tetrazol-5-yl)(phenyl)methylene]amino}oxy)methyl]pyridin-2-yl}carbamate), C(=O)(C(F)(F)F)O (TFA). The solvent is C(Cl)Cl (DCM). Product: C1(CCCCC1)CCNC1=NC(=CC=C1)CON=C(C1=CC=CC=C1)C1=NN=NN1C (N-(2-cyclohexylethyl)-6-[({[(1-methyl-1H-tetrazol-5-yl)(phenyl)methylene]amino}oxy)methyl]pyridin-2-amine). The yield is 79.6%. RXN SMILES: [CH:1]1([CH2:7][CH2:8][N:9]([C:17]2[CH:22]=[CH:21][CH:20]=[C:19]([CH2:23][O:24][N:25]=[C:26]([C:33]3[N:37]([CH3:38])[N:36]=[N:35][N:34]=3)[C:27]3[CH:32]=[CH:31][CH:30]=[CH:29][CH:28]=3)[N:18]=2)C(=O)OC(C)(C)C)[CH2:6][CH2:5][CH2:4][CH2:3][CH2:2]1.C(O)(C(F)(F)F)=O>C(Cl)Cl>[CH:1]1([CH2:7][CH2:8][NH:9][C:17]2[CH:22]=[CH:21][CH:20]=[C:19]([CH2:23][O:24][N:25]=[C:26]([C:33]3[N:37]([CH3:38])[N:36]=[N:35][N:34]=3)[C:27]3[CH:32]=[CH:31][CH:30]=[CH:29][CH:28]=3)[N:18]=2)[CH2:6][CH2:5][CH2:4][CH2:3][CH2:2]1. Procedure details: To a stirred solution of tert-butyl (2-cyclohexylethyl){6-[({[(1-methyl-1H-tetrazol-5-yl)(phenyl)methylene]amino}oxy)methyl]pyridin-2-yl}carbamate (0.252 g, 0.413 mmol, 1 eq.) in 5 ml of dry DCM, was added TFA (1.41 g, 12.39 mmol, 30 eq.) in one portion. The reaction was refluxed for 5 hrs. Then the solvent and excess TFA were evaporated. The residue was neutralised with TEA and purified by chromatography on silica gel to give N-(2-cyclohexylethyl)-6-[({[(1-methyl-1H-tetrazol-5-yl)(phenyl)methyl...